From a dataset of the Open Reaction Database (ORD), a public repository of structured organic reaction records. describe an organic reaction: reactants, conditions, products, and yield Starting materials: BrCCCCCCOCC\C=C/C1=NC=CC=C1OCC1=CC=CC=C1 ((Z)-2-[4-[(6-Bromohexyl)oxy]-1-butenyl]-3-(phenylmethoxy)pyridine). Reagents/catalysts: [Pd]=O (palladium oxide). Run in C(C)O (ethanol). Yields the product BrCCCCCCOCCCCC1=NC=CC=C1O (2-[4-[(6-Bromohexyl)oxy]butyl]-3-hydroxypyridine). Yield: 99.7%. As a reaction SMILES: [Br:1][CH2:2][CH2:3][CH2:4][CH2:5][CH2:6][CH2:7][O:8][CH2:9][CH2:10]/[CH:11]=[CH:12]\[C:13]1[C:18]([O:19]CC2C=CC=CC=2)=[CH:17][CH:16]=[CH:15][N:14]=1>C(O)C.[Pd]=O>[Br:1][CH2:2][CH2:3][CH2:4][CH2:5][CH2:6][CH2:7][O:8][CH2:9][CH2:10][CH2:11][CH2:12][C:13]1[C:18]([OH:19])=[CH:17][CH:16]=[CH:15][N:14]=1. Procedure: (Z)-2-[4-[(6-Bromohexyl)oxy]-1-butenyl]-3-(phenylmethoxy)pyridine (1.5 g) was hydrogenated over pre-reduced 10% palladium oxide on carbon (50% aqueous paste, 300 mg) in ethanol (15 ml). The catalyst was removed by filtration through hyflo and the solvent was evaporated to give the title compound as a yellow oil (1.18 g). Reactants: BrC1=CC=C(O1)C(=O)O (5-bromo-2-furoic acid), C(CCC)[Li] (n-butyllithium), hexanes, FC(C(=O)C(F)(F)F)(F)F (Hexafluoroacetone). Solvent: C1CCOC1 (THF). Run at temperature -78 celsius, time 30 minute. The product is FC(C(C(F)(F)F)(O)C1=CC=C(O1)C(CCCC)=O)(F)F (1-{5-[2,2,2-trifluoro-1-hydroxy-1-(trifluoromethyl)ethyl]furan-2-yl}pentan-1-one). Reaction SMILES: Br[C:2]1[O:6][C:5]([C:7]([OH:9])=O)=[CH:4][CH:3]=1.[CH2:10]([Li])[CH2:11][CH2:12][CH3:13].[F:15][C:16]([F:24])([F:23])[C:17]([C:19]([F:22])([F:21])[F:20])=[O:18]>C1COCC1>[F:15][C:16]([F:24])([F:23])[C:17]([C:2]1[O:6][C:5]([C:7](=[O:9])[CH2:10][CH2:11][CH2:12][CH3:13])=[CH:4][CH:3]=1)([OH:18])[C:19]([F:22])([F:21])[F:20]. Procedure details: To a solution of 5-bromo-2-furoic acid (191 mg 1 mmol) in THF (8 ml), was added n-butyllithium in hexanes solution (2.5 M, 1.2 ml, 3 mmol) at −78° C. under a nitrogen atmosphere. The resulting mixture was stirred at −78° C. for 30 minutes. Hexafluoroacetone (1.2 g, 7.3 mmol) was bubbled into the reaction mixture and the resulting solution was stirred for another 30 minutes at −78° C. The reaction mixture was allowed to warm to r.t. and then quenched with H2O. Solvent was evaporated, and the resi... The reactants are C(C)(C)(C)OC(=O)N1CCC(CC1)CC(C(=O)OCC)C(=O)OCC (1-(tert-Butoxycarbonyl)-4-[2,2-di(ethoxycarbonyl)ethyl]piperidine), [OH-].[K+] (potassium hydroxide), C1CCOC1 (THF), O (water). Solvent: C(C)O (ethanol). Product: C(C)(C)(C)OC(=O)N1CCC(CC1)CC(C(=O)O)C(=O)O (1-(tert-butoxycarbonyl)-4-[2,2-di(carboxy)ethyl]piperidine). Yield: 82.4%. As a reaction SMILES: [C:1]([O:5][C:6]([N:8]1[CH2:13][CH2:12][CH:11]([CH2:14][CH:15]([C:21]([O:23]CC)=[O:22])[C:16]([O:18]CC)=[O:17])[CH2:10][CH2:9]1)=[O:7])([CH3:4])([CH3:3])[CH3:2].[OH-].[K+].C1COCC1.O>C(O)C>[C:1]([O:5][C:6]([N:8]1[CH2:9][CH2:10][CH:11]([CH2:14][CH:15]([C:16]([OH:18])=[O:17])[C:21]([OH:23])=[O:22])[CH2:12][CH2:13]1)=[O:7])([CH3:4])([CH3:2])[CH3:3] |f:1.2|. Procedure: 1-(tert-Butoxycarbonyl)-4-[2,2-di(ethoxycarbonyl)ethyl]piperidine (12.2 g, 34 mmol), prepared as in Example 1, Step (b), and potassium hydroxide (4.2 g, 75 mmol) were combined in ethanol (10 mL), THF (20 mL), and water (50 mL) and the mixture was heated at reflux for 3 hours. The mixture was cooled and washed with ether, acidified with sulfuric acid, and extracted into ether. The ether was dried over sodium sulfate and evaporated. Crystallization of the residue from ether gave 1-(tert-butoxycarb... Reactants: FC1=C(NC(C)=O)C=C(C(=C1)[N+](=O)[O-])NC1=C(C=CC=C1)OC (2'-fluoro-5'-(o-methoxyanilino)-4'-nitroacetanilide), C(C)(=O)O (acetic acid). The reagents and catalysts are [Fe] (iron), [Fe] (iron). The solvent is C(C)(=O)OCC (ethyl acetate), C(C)(=O)OCC (ethyl acetate), C(Cl)Cl (methylene chloride). Run at temperature 65 celsius. Product: NC1=CC(=C(NC(C)=O)C=C1NC1=C(C=CC=C1)OC)F (4'-Amino-2'-fluoro-5'-(o-methoxy -anilino)acetanilide). Reaction SMILES: [F:1][C:2]1[CH:11]=[C:10]([N+:12]([O-])=O)[C:9]([NH:15][C:16]2[CH:21]=[CH:20][CH:19]=[CH:18][C:17]=2[O:22][CH3:23])=[CH:8][C:3]=1[NH:4][C:5](=[O:7])[CH3:6].C(O)(=O)C>C(OCC)(=O)C.C(Cl)Cl.[Fe]>[NH2:12][C:10]1[C:9]([NH:15][C:16]2[CH:21]=[CH:20][CH:19]=[CH:18][C:17]=2[O:22][CH3:23])=[CH:8][C:3]([NH:4][C:5](=[O:7])[CH3:6])=[C:2]([F:1])[CH:11]=1. Reported procedure: A mixture of 2'-fluoro-5'-(o-methoxyanilino)-4'-nitroacetanilide (14.6 g, 0.046 mol) in ethyl acetate is slowly added to a mixture of iron powder (7.65 g, 0.137 mol) in a 5% acetic acid solution at 65° C. After the addition is complete, the reaction mixture is heated at 65° C. overnight, treated with additional iron powder (2.55 g), heated at 65° C. for one hour and filtered. The resultant filtrate is extracted with ethyl acetate. The organic extracts are combined, washed sequentially with water... Yields the product CC(=O)NC(CC(=O)O)C(F)F. Reactants: CC(=O)Cl, Cl, NC(CC(=O)O)C(F)F, [Na+], C1COCCO1, [OH-]. RXN SMILES: [CH3:10][C:11]([Cl:12])=[O:13].[ClH:14].[F:1][CH:2]([CH:3]([NH2:4])[CH2:5][C:6](=[O:7])[OH:8])[F:9].[Na+:16].[O:17]1[CH2:18][CH2:19][O:20][CH2:21][CH2:22]1.[OH-:15]>>[F:1][CH:2]([CH:3]([NH:4][C:11]([CH3:10])=[O:13])[CH2:5][C:6](=[O:7])[OH:8])[F:9]. Reactants: ClC=1C=C(C=CC1S(=O)(=O)C)C(C(=O)NC1=NC=CN=C1)CC1CC(CC1)=O (2-(3-chloro-4-methanesulfonyl-phenyl)-3-(3-oxo-cyclopentyl)-N-pyrazin-2-yl-propionamide), Cl.CON (methoxyamine hydrochloride). The solvent is CO (methanol), N1=CC=CC=C1 (pyridine). Reaction conditions: temperature 25 celsius. Product: ethyl acetate hexanes, ClC=1C=C(C=CC1S(=O)(=O)C)C(C(=O)NC1=NC=CN=C1)CC1CC(CC1)=NOC (2-(3-chloro-4-methanesulfonyl-phenyl)-3-(3-methoxyimino-cyclopentyl)-N-pyrazin-2-yl-propionamide). Yield: 79.8%. Reaction SMILES: [Cl:1][C:2]1[CH:3]=[C:4]([CH:12]([CH2:22][CH:23]2[CH2:27][CH2:26][C:25](=O)[CH2:24]2)[C:13]([NH:15][C:16]2[CH:21]=[N:20][CH:19]=[CH:18][N:17]=2)=[O:14])[CH:5]=[CH:6][C:7]=1[S:8]([CH3:11])(=[O:10])=[O:9].Cl.[CH3:30][O:31][NH2:32]>CO.N1C=CC=CC=1>[Cl:1][C:2]1[CH:3]=[C:4]([CH:12]([CH2:22][CH:23]2[CH2:27][CH2:26][C:25](=[N:32][O:31][CH3:30])[CH2:24]2)[C:13]([NH:15][C:16]2[CH:21]=[N:20][CH:19]=[CH:18][N:17]=2)=[O:14])[CH:5]=[CH:6][C:7]=1[S:8]([CH3:11])(=[O:10])=[O:9] |f:1.2|. Procedure: A solution of 2-(3-chloro-4-methanesulfonyl-phenyl)-3-(3-oxo-cyclopentyl)-N-pyrazin-2-yl-propionamide (prepared as in Example 45, 73.5 mg, 0.17 mmol) and methoxyamine hydrochloride (21.8 mg, 0.26 mmol) in methanol (512 μL) and pyridine (512 μL) was heated under reflux for 5 h. The reaction mixture was allowed to cool to 25° C. and was then concentrated in vacuo. The resulting residue was diluted with water (50 mL) and extracted with ethyl acetate (2×50 mL). The organic layers were washed with a ... Reactants: [H-].[Na+] (sodium hydride), ClC1=CC=C(C=C1)C(CN1N=CN=C1)(C(COS(=O)(=O)C)(C)C)O (2-(4-chlorophenyl)-3,3-dimethyl-4-methanesulfonyloxy-1-(1H-1,2,4-triazol-1-yl)-2-butanol), ice water. The solvent is CN(C=O)C (dimethylformamide). Conditions: time 3 hour. Yields the product ClC1=CC=C(C=C1)C1(OCC1(C)C)CN1N=CN=C1 (2-(4-Chlorophenyl)-3,3-dimethyl-2-[(1H-1,2,4-triazol-1-yl)methyl]oxetane). Yield: 30.5%. As a reaction SMILES: [H-].[Na+].[Cl:3][C:4]1[CH:9]=[CH:8][C:7]([C:10]([OH:26])([C:17]([CH3:25])([CH3:24])[CH2:18]OS(C)(=O)=O)[CH2:11][N:12]2[CH:16]=[N:15][CH:14]=[N:13]2)=[CH:6][CH:5]=1>CN(C)C=O>[Cl:3][C:4]1[CH:5]=[CH:6][C:7]([C:10]2([CH2:11][N:12]3[CH:16]=[N:15][CH:14]=[N:13]3)[C:17]([CH3:24])([CH3:25])[CH2:18][O:26]2)=[CH:8][CH:9]=1 |f:0.1|. Procedure details: 160 mg of sodium hydride (as a 60% w/w dispersion in mineral oil) were added to a solution of 750 mg of 2-(4-chlorophenyl)-3,3-dimethyl-4-methanesulfonyloxy-1-(1H-1,2,4-triazol-1-yl)-2-butanol in 12 ml of dimethylformamide, and the resulting mixture was stirred at room temperature for 3 hours. At the end of this time, the reaction mixture was poured into ice-water and extracted with ethyl acetate. The extract was washed with an aqueous solution of ammonium chloride, dried over anhydrous magnesiu...